From a dataset of the Open Reaction Database (ORD), a public repository of structured organic reaction records. describe an organic reaction: reactants, conditions, products, and yield Reactants: CC(C)(C)OC(=O)n1ccc2cccc(CBr)c21, C[S-], CN(C)C=O, [Na+], O. Product: CSCc1cccc2ccn(C(=O)OC(C)(C)C)c12. RXN SMILES: [Br:1][CH2:2][c:3]1[cH:4][cH:5][cH:6][c:7]2[cH:8][cH:9][n:10]([C:12](=[O:13])[O:14][C:15]([CH3:16])([CH3:17])[CH3:18])[c:11]12.[CH3:19][S-:20].[CH3:23][N:24]([CH3:25])[CH:26]=[O:27].[Na+:21].[OH2:22]>>[CH2:2]([c:3]1[cH:4][cH:5][cH:6][c:7]2[cH:8][cH:9][n:10]([C:12](=[O:13])[O:14][C:15]([CH3:16])([CH3:17])[CH3:18])[c:11]12)[S:20][CH3:19].